Dataset: the Open Reaction Database (ORD), a public repository of structured organic reaction records. Task: describe an organic reaction: reactants, conditions, products, and yield Reactants: COC=1C=C(C=C(C1OC)[N+](=O)[O-])C1=NN=C(O1)C=1C(=NC=CC1)C(F)(F)F (3-[5-(3,4-dimethoxy-5-nitro-phenyl)-[1,3,4]oxadiazol-2-yl]-2-trifluoromethyl-pyridine), FC(C(=O)OC(C(F)(F)F)=O)(F)F (trifluoroacetic anhydride). Run in ClCCl (dichloromethane). Conditions: time 8 hour. Yields the product COC=1C=C(C=C(C1OC)[N+](=O)[O-])C1=NN=C(O1)C=1C(=[N+](C=CC1)[O-])C(F)(F)F (3-[5-(3,4-dimethoxy-5-nitro-phenyl)-[1,3,4]oxadiazol-2-yl]-2-trifluoromethyl-pyridine 1-oxide). RXN SMILES: [CH3:1][O:2][C:3]1[CH:4]=[C:5]([C:14]2[O:18][C:17]([C:19]3[C:20]([C:25]([F:28])([F:27])[F:26])=[N:21][CH:22]=[CH:23][CH:24]=3)=[N:16][N:15]=2)[CH:6]=[C:7]([N+:11]([O-:13])=[O:12])[C:8]=1[O:9][CH3:10].FC(F)(F)C(OC(=O)C(F)(F)F)=[O:32]>ClCCl>[CH3:1][O:2][C:3]1[CH:4]=[C:5]([C:14]2[O:18][C:17]([C:19]3[C:20]([C:25]([F:28])([F:27])[F:26])=[N+:21]([O-:32])[CH:22]=[CH:23][CH:24]=3)=[N:16][N:15]=2)[CH:6]=[C:7]([N+:11]([O-:13])=[O:12])[C:8]=1[O:9][CH3:10]. Procedure details: To a stirred solution of 3-[5-(3,4-dimethoxy-5-nitro-phenyl)-[1,3,4]oxadiazol-2-yl]-2-trifluoromethyl-pyridine (0.45 g, 1.13 mmol) in dichloromethane (10 mL)) cooled in an ice-water bath was added urea hydrogen peroxide complex (0.23 g, 2.45 mmol) in one portion followed by trifluoroacetic anhydride (0.47 g, 2.24 mmol) dropwise. The resulting mixture was allowed to stir at room temperature overnight and then the insoluble material was filtered off. The filtrate was washed with water and brine, t... The yield is 86.7%. Yields the product COCC(=O)NC(NC1=NC=C(C=C1)OC1=CC(=NC=C1)C=1C=NN(C1)C)=O (2-methoxy-N-((5-((2-(1-methyl-1H-pyrazol-4-yl)pyridin-4-yl)oxy)pyridin-2-yl)carbamoyl)acetamide). Run at time 1 hour. Reactants: COCC(=O)N (2-methoxyacetamide), C(C(=O)Cl)(=O)Cl (oxalyl chloride), CN1N=CC(=C1)C1=NC=CC(=C1)OC=1C=CC(=NC1)N (5-((2-(1-methyl-1H-pyrazol-4-yl)pyridin-4-yl)oxy)pyridin-2-amine), N1=CC=CC=C1 (pyridine). As a reaction SMILES: [CH3:1][O:2][CH2:3][C:4]([NH2:6])=[O:5].C(Cl)(=O)[C:8](Cl)=[O:9].[CH3:13][N:14]1[CH:18]=[C:17]([C:19]2[CH:24]=[C:23]([O:25][C:26]3[CH:27]=[CH:28][C:29]([NH2:32])=[N:30][CH:31]=3)[CH:22]=[CH:21][N:20]=2)[CH:16]=[N:15]1.N1C=CC=CC=1>ClCCCl.C1COCC1>[CH3:1][O:2][CH2:3][C:4]([NH:6][C:8](=[O:9])[NH:32][C:29]1[CH:28]=[CH:27][C:26]([O:25][C:23]2[CH:22]=[CH:21][N:20]=[C:19]([C:17]3[CH:16]=[N:15][N:14]([CH3:13])[CH:18]=3)[CH:24]=2)=[CH:31][N:30]=1)=[O:5]. Solvent: ClCCCl (DCE), C1CCOC1 (THF). Procedure: A suspension of Example B6 (0.060 g, 0.673 mmol) in DCE (4 mL) was treated with oxalyl chloride (0.059 mL, 0.673 mmol), stirred at RT for 1 h, then heated to 80° C. for 1.5 h. The mixture was cooled to RT, added drop-wise to a solution of Example A2 (0.15 g, 0.561 mmol) and pyridine (0.226 mL, 2.81 mmol) in THF (4 mL) and stirred at RT overnight. The mixture was treated with satd. Na2CO3, extracted with EtOAc (4×) and the combined organics were dried over Na2SO4 and concentrated to dryness. The ... The reactants are C(#N)C1=CC=C(C=C1)CCC1=NNC2=C1C(N(C=1N=CC=CC21)C2=CC=CC=C2)=O (3-[2-(4-cyanophenyl)ethyl]-5-phenyl-1H-pyrazolo[4,3-c][1,8]naphthyridin-4 (5H)-one), S(O)(O)(=O)=O (sulfuric acid), O (water). Run in CS(=O)C (DMSO). The product is C(=O)(O)C1=CC=C(C=C1)CCC1=NNC2=C1C(N(C=1N=CC=CC21)C2=CC=CC=C2)=O (3-[2-(4-carboxyphenyl)ethyl]-5-phenyl-1H-pyrazolo[4,3-c][1,8]naphthyridin-4 (5H)-one). As a reaction SMILES: [C:1]([C:3]1[CH:8]=[CH:7][C:6]([CH2:9][CH2:10][C:11]2[C:15]3[C:16](=[O:30])[N:17]([C:24]4[CH:29]=[CH:28][CH:27]=[CH:26][CH:25]=4)[C:18]4[N:19]=[CH:20][CH:21]=[CH:22][C:23]=4[C:14]=3[NH:13][N:12]=2)=[CH:5][CH:4]=1)#N.S(=O)(=O)(O)[OH:32].[OH2:36]>CS(C)=O>[C:1]([C:3]1[CH:4]=[CH:5][C:6]([CH2:9][CH2:10][C:11]2[C:15]3[C:16](=[O:30])[N:17]([C:24]4[CH:25]=[CH:26][CH:27]=[CH:28][CH:29]=4)[C:18]4[N:19]=[CH:20][CH:21]=[CH:22][C:23]=4[C:14]=3[NH:13][N:12]=2)=[CH:7][CH:8]=1)([OH:32])=[O:36]. Procedure details: To a solution of 3-[2-(4-cyanophenyl)ethyl]-5-phenyl-1H-pyrazolo[4,3-c][1,8]naphthyridin-4 (5H)-one (100 mg, 0.26 mmol, prepared in Example 12) in DMSO (2 ml) was added 50% sulfuric acid (2 ml) and the mixture was heated under reflux for 2 hours. To the resultant reaction mixture was added water, and precipitates were filtered off, and dried to give 3-[2-(4-carboxyphenyl)ethyl]-5-phenyl-1H-pyrazolo[4,3-c][1,8]naphthyridin-4 (5H)-one (107 mg, quantitative yield). The reactants are C(C)(C)(C)OC(=O)N[C@H](C(=O)NCCCC#CC=1C=C(OC2CCN(CC2)C(=O)OC(C)(C)C)C=CC1)CC=1SC=CC1 ((S)-tert-butyl 4-(3-(5-(2-(tert-butoxycarbonylamino)-3-(thiophen-2-yl)propanamido)pent-1-ynyl)phenoxy)piperidine-1-carboxylate), C(=O)(C(F)(F)F)O (TFA). Solvent: ClCCl (dichloromethane). Conditions: time 1 hour. Yields the product N[C@H](C(=O)NCCCC#CC1=CC(=CC=C1)OC1CCNCC1)CC=1SC=CC1 ((S)-2-amino-N-(5-(3-(piperidin-4-yloxy)phenyl)pent-4-ynyl)-3-(thiophen-2-yl)propanamide), C(=O)(C(F)(F)F)O (TFA). RXN SMILES: C(OC([NH:8][C@@H:9]([CH2:38][C:39]1[S:40][CH:41]=[CH:42][CH:43]=1)[C:10]([NH:12][CH2:13][CH2:14][CH2:15][C:16]#[C:17][C:18]1[CH:19]=[C:20]([CH:35]=[CH:36][CH:37]=1)[O:21][CH:22]1[CH2:27][CH2:26][N:25](C(OC(C)(C)C)=O)[CH2:24][CH2:23]1)=[O:11])=O)(C)(C)C.[C:44]([OH:50])([C:46]([F:49])([F:48])[F:47])=[O:45]>ClCCl>[NH2:8][C@@H:9]([CH2:38][C:39]1[S:40][CH:41]=[CH:42][CH:43]=1)[C:10]([NH:12][CH2:13][CH2:14][CH2:15][C:16]#[C:17][C:18]1[CH:37]=[CH:36][CH:35]=[C:20]([O:21][CH:22]2[CH2:27][CH2:26][NH:25][CH2:24][CH2:23]2)[CH:19]=1)=[O:11].[C:44]([OH:50])([C:46]([F:49])([F:48])[F:47])=[O:45]. Procedure: To a stirring solution of the purified (S)-tert-butyl 4-(3-(5-(2-(tert-butoxycarbonylamino)-3-(thiophen-2-yl)propanamido)pent-1-ynyl)phenoxy)piperidine-1-carboxylate (0.26 g, 0.47 mmol) in dichloromethane (1.6 ml) was added TFA (0.4 ml) and the resulting mixture was stirred at room temperature for 1 hr. The resulting solution was concentrated and the residue purified over Gilson HPLC to yield (S)-2-amino-N-(5-(3-(piperidin-4-yloxy)phenyl)pent-4-ynyl)-3-(thiophen-2-yl)propanamide as its correspon... The reactants are OCCOC1=CC=C(C=C1)C1C(CN(CC1)C(=O)OC(C)(C)C)OCC1=CC2=CC=CC=C2C=C1 (tert-butyl (3RS,4RS)-4-[4-(2-hydroxy-ethoxy)-phenyl]-3-(naphthalen-2-ylmethoxy)-piperidine-1-carboxylate), C(C1=CC=CC=C1)Br (benzyl bromide). Product: C(C1=CC=CC=C1)OCCOC1=CC=C(C=C1)C1C(CN(CC1)C(=O)OC(C)(C)C)OCC1=CC2=CC=CC=C2C=C1 (tert-butyl (3RS,4RS)-4-[4-(2-benzyloxy-ethoxy)-phenyl]-3-(naphthalen-2-ylmethoxy)-piperidine-1-carboxylate). RXN SMILES: [OH:1][CH2:2][CH2:3][O:4][C:5]1[CH:10]=[CH:9][C:8]([CH:11]2[CH2:16][CH2:15][N:14]([C:17]([O:19][C:20]([CH3:23])([CH3:22])[CH3:21])=[O:18])[CH2:13][CH:12]2[O:24][CH2:25][C:26]2[CH:35]=[CH:34][C:33]3[C:28](=[CH:29][CH:30]=[CH:31][CH:32]=3)[CH:27]=2)=[CH:7][CH:6]=1.[CH2:36](Br)[C:37]1[CH:42]=[CH:41][CH:40]=[CH:39][CH:38]=1>>[CH2:36]([O:1][CH2:2][CH2:3][O:4][C:5]1[CH:10]=[CH:9][C:8]([CH:11]2[CH2:16][CH2:15][N:14]([C:17]([O:19][C:20]([CH3:23])([CH3:21])[CH3:22])=[O:18])[CH2:13][CH:12]2[O:24][CH2:25][C:26]2[CH:35]=[CH:34][C:33]3[C:28](=[CH:29][CH:30]=[CH:31][CH:32]=3)[CH:27]=2)=[CH:7][CH:6]=1)[C:37]1[CH:42]=[CH:41][CH:40]=[CH:39][CH:38]=1. Reported procedure: In analogy to the procedure described in Example 3(c), by alkylating tert-butyl (3RS,4RS)-4-[4-(2-hydroxy-ethoxy)-phenyl]-3-(naphthalen-2-ylmethoxy)-piperidine-1-carboxylate with benzyl bromide there was obtained tert-butyl (3RS,4RS)-4-[4-(2-benzyloxy-ethoxy)-phenyl]-3-(naphthalen-2-ylmethoxy)-piperidine-1-carboxylate; MS: 568 (M+H)+. The reactants are CS(=O)(=O)C1=CC=C(C=C1)C=1C=2N(C=CC1)N=C(N2)N (8-(4-methanesulfonyl-phenyl)-[1,2,4]triazolo[1,5-a]pyridin-2-ylamine), BrC1=CC=C(CN2CCS(CC2)(=O)=O)C=C1 (4-(4-bromo-benzyl)-thiomorpholine 1,1-dioxide), C1(CCCCC1)P(C1=C(C=CC=C1)C1=C(C=CC=C1)P(C1CCCCC1)C1CCCCC1)C1CCCCC1 (2,2′-bis-dicyclohexylphosphanyl-biphenyl). The product is O=S1(CCN(CC1)CC1=CC=C(C=C1)NC1=NN2C(C(=CC=C2)C2=CC=C(C=C2)S(=O)(=O)C)=N1)=O (N-{4-[(1,1-dioxidothiomorpholin-4-yl)methyl]phenyl}-8-[4-(methylsulfonyl)phenyl][1,2,4]triazolo[1,5-a]pyridin-2-amine), foam. Isolated yield 29.0%. Reaction SMILES: [CH3:1][S:2]([C:5]1[CH:10]=[CH:9][C:8]([C:11]2[C:12]3[N:13]([N:17]=[C:18]([NH2:20])[N:19]=3)[CH:14]=[CH:15][CH:16]=2)=[CH:7][CH:6]=1)(=[O:4])=[O:3].Br[C:22]1[CH:36]=[CH:35][C:25]([CH2:26][N:27]2[CH2:32][CH2:31][S:30](=[O:34])(=[O:33])[CH2:29][CH2:28]2)=[CH:24][CH:23]=1.C1(P(C2CCCCC2)C2C=CC=CC=2C2C=CC=CC=2P(C2CCCCC2)C2CCCCC2)CCCCC1>>[O:34]=[S:30]1(=[O:33])[CH2:31][CH2:32][N:27]([CH2:26][C:25]2[CH:35]=[CH:36][C:22]([NH:20][C:18]3[N:19]=[C:12]4[C:11]([C:8]5[CH:9]=[CH:10][C:5]([S:2]([CH3:1])(=[O:3])=[O:4])=[CH:6][CH:7]=5)=[CH:16][CH:15]=[CH:14][N:13]4[N:17]=3)=[CH:23][CH:24]=2)[CH2:28][CH2:29]1. Reported procedure: N-{4-[(1,1-dioxidothiomorpholin-4-yl)methyl]phenyl}-8-[4-(methylsulfonyl)phenyl][1,2,4]triazolo[1,5-a]pyridin-2-amine was prepared from 8-(4-methanesulfonyl-phenyl)-[1,2,4]triazolo[1,5-a]pyridin-2-ylamine (75.0 mg, 0.260 mmol) and 4-(4-bromo-benzyl)-thiomorpholine 1,1-dioxide (90.0 mg, 0.296 mmol) with 2,2′-bis-dicyclohexylphosphanyl-biphenyl (25.0 mg, 0.0457 mmol) as the ligand in a manner analogous to Example 2d. Product isolated as a pale yellow foam (0.039 g, 29%). 1H NMR (400 MHz, CDCl3, δ,... Starting materials: CCOC(C)=O, O=S(=O)(O)Cl, Cc1ccc(-n2nc(C(F)(F)F)nc2N)c(F)c1. Product: Cc1cc(F)c(-n2nc(C(F)(F)F)nc2N)cc1S(=O)(=O)Cl. As a reaction SMILES: [CH3:24][CH2:25][O:26][C:27](=[O:28])[CH3:29].[Cl:1][S:2](=[O:3])(=[O:4])[OH:5].[NH2:6][c:7]1[n:8][c:9]([C:20]([F:21])([F:22])[F:23])[n:10][n:11]1-[c:12]1[c:13]([F:19])[cH:14][c:15]([CH3:18])[cH:16][cH:17]1>>[Cl:1][S:2](=[O:3])(=[O:5])[c:16]1[c:15]([CH3:18])[cH:14][c:13]([F:19])[c:12](-[n:11]2[c:7]([NH2:6])[n:8][c:9]([C:20]([F:21])([F:22])[F:23])[n:10]2)[cH:17]1. The product is C(C)(=O)N1C(C(N(C(=C1)C1=CC=CC=C1)CC(=O)N[C@H](C(=O)OC1=CC=C(C=C1)[N+](=O)[O-])CC1=CC=CC=C1)=O)C(C)C (4-Nitrophenyl (2S)-2-{(3RS)-4-acetyl-3-isopropyl-2-oxo-6-phenyl-1,2,3,4-tetrahydropyrazin-1-yl}methylcarbonylamino-3-phenylpropionate). Starting materials: [N+](=O)([O-])C1=CC=C(C=C1)O (4-Nitrophenol), C1(CCCCC1)N=C=NC1CCCCC1 (dicyclohexylcarbodiimide), C(C)(=O)N1C(C(N(C(=C1)C1=CC=CC=C1)CC(=O)N[C@H](C(=O)O)CC1=CC=CC=C1)=O)C(C)C ((2S)-2-{(3RS)-4-acetyl-3-isopropyl-2-oxo-6-phenyl-1,2,3,4-tetrahydropyrazin-1-yl}methylcarbonylamino-3-phenylpropionic acid). RXN SMILES: [N+:1]([C:4]1[CH:9]=[CH:8][C:7]([OH:10])=[CH:6][CH:5]=1)([O-:3])=[O:2].C1(N=C=NC2CCCCC2)CCCCC1.[C:26]([N:29]1[CH:34]=[C:33]([C:35]2[CH:40]=[CH:39][CH:38]=[CH:37][CH:36]=2)[N:32]([CH2:41][C:42]([NH:44][C@@H:45]([CH2:49][C:50]2[CH:55]=[CH:54][CH:53]=[CH:52][CH:51]=2)[C:46](O)=[O:47])=[O:43])[C:31](=[O:56])[CH:30]1[CH:57]([CH3:59])[CH3:58])(=[O:28])[CH3:27]>C(OCC)(=O)C>[C:26]([N:29]1[CH:34]=[C:33]([C:35]2[CH:36]=[CH:37][CH:38]=[CH:39][CH:40]=2)[N:32]([CH2:41][C:42]([NH:44][C@@H:45]([CH2:49][C:50]2[CH:55]=[CH:54][CH:53]=[CH:52][CH:51]=2)[C:46]([O:10][C:7]2[CH:8]=[CH:9][C:4]([N+:1]([O-:3])=[O:2])=[CH:5][CH:6]=2)=[O:47])=[O:43])[C:31](=[O:56])[CH:30]1[CH:57]([CH3:59])[CH3:58])(=[O:28])[CH3:27]. The yield is 83.3%. Run at time 8 hour. The solvent is C(C)(=O)OCC (ethyl acetate). Procedure: 4-Nitrophenol (1.39 g) and dicyclohexylcarbodiimide (2.01 g) are added to a solution of (2S)-2-{(3RS)-4-acetyl-3-isopropyl-2-oxo-6-phenyl-1,2,3,4-tetrahydropyrazin-1-yl}methylcarbonylamino-3-phenylpropionic acid (4.30 g, Compound No. 13-1) in ethyl acetate (100 ml), and the mixture is stirred overnight. The resulting impurity is filtered out, then the filtrate is concentrated under reduced pressure, and the resulting residue is purified by silica gel column chromatography to give the titled comp... Starting materials: FC1=CC=C(C=C1)[C@H]1C[C@H](C1)NO (cis-3-(4-fluorophenyl)cyclobutylhydroxylamine), N(=C=O)CC(=O)OCC (ethyl isocyanatoacetate), CCO (EtOH). Solvent: C1CCOC1 (THF). Run at time 10 minute. Product: C(C)OC(CNC(=O)N(O)[C@@H]1C[C@@H](C1)C1=CC=C(C=C1)F)=O (ethyl-N′-[cis-3-(4-fluorophenyl)cyclobutyl]-N′-hydroxyhydantoate). The yield is 70.9%. Reaction SMILES: [F:1][C:2]1[CH:7]=[CH:6][C:5]([C@@H:8]2[CH2:11][C@H:10]([NH:12][OH:13])[CH2:9]2)=[CH:4][CH:3]=1.[N:14]([CH2:17][C:18]([O:20][CH2:21][CH3:22])=[O:19])=[C:15]=[O:16].CCO>C1COCC1>[CH2:21]([O:20][C:18](=[O:19])[CH2:17][NH:14][C:15]([N:12]([C@H:10]1[CH2:11][C@@H:8]([C:5]2[CH:4]=[CH:3][C:2]([F:1])=[CH:7][CH:6]=2)[CH2:9]1)[OH:13])=[O:16])[CH3:22]. Procedure details: To a stirred solution of cis-3-(4-fluorophenyl)cyclobutylhydroxylamine (0.9 g, 5 mmol) in THF (20 ml) was added ethyl isocyanatoacetate (0.71 g, 5.5 mmol). After stirring for 10 minutes, EtOH was added. Volatiles were removed in vacuo and the resulting residue was recrystallized from ethyl acetate/n-hexane to afford 1.10 g (71% yield) of the title compound as colorless needles, m.p. 130-132° C.